Dataset: the Open Reaction Database (ORD), a public repository of structured organic reaction records. Task: describe an organic reaction: reactants, conditions, products, and yield Reactants: FC1=C(C(=O)O)C=C(C=C1C1=NC=C(C=C1)C)N1N=NN=C1C(C)C (2-Fluoro-5-(5-isopropyl-tetrazol-1-yl)-3-(5-methyl-pyridin-2-yl)-benzoic acid), CC=1N=CC(=NC1)CN (C-(5-methyl-pyrazin-2-yl)-methylamine). Yields the product FC1=C(C(=O)NCC2=NC=C(N=C2)C)C=C(C=C1C1=NC=C(C=C1)C)N1N=NN=C1C(C)C (2-fluoro-5-(5-isopropyl-tetrazol-1-yl)-N-(5-methyl-pyrazin-2-ylmethyl)-3-(5-methyl-pyridin-2-yl)-benzamide). Reaction SMILES: [F:1][C:2]1[C:10]([C:11]2[CH:16]=[CH:15][C:14]([CH3:17])=[CH:13][N:12]=2)=[CH:9][C:8]([N:18]2[C:22]([CH:23]([CH3:25])[CH3:24])=[N:21][N:20]=[N:19]2)=[CH:7][C:3]=1[C:4]([OH:6])=O.[CH3:26][C:27]1[N:28]=[CH:29][C:30]([CH2:33][NH2:34])=[N:31][CH:32]=1>>[F:1][C:2]1[C:10]([C:11]2[CH:16]=[CH:15][C:14]([CH3:17])=[CH:13][N:12]=2)=[CH:9][C:8]([N:18]2[C:22]([CH:23]([CH3:25])[CH3:24])=[N:21][N:20]=[N:19]2)=[CH:7][C:3]=1[C:4]([NH:34][CH2:33][C:30]1[CH:29]=[N:28][C:27]([CH3:26])=[CH:32][N:31]=1)=[O:6]. Procedure: 2-Fluoro-5-(5-isopropyl-tetrazol-1-yl)-3-(5-methyl-pyridin-2-yl)-benzoic acid was reacted with C-(5-methyl-pyrazin-2-yl)-methylamine using the procedure of step 4 of Example 7 to provide 2-fluoro-5-(5-isopropyl-tetrazol-1-yl)-N-(5-methyl-pyrazin-2-ylmethyl)-3-(5-methyl-pyridin-2-yl)-benzamide, MS (M+H)=447. Starting materials: C12C3C(C=CC(C3C(C=C1)CC2)O)O (tricyclo[6.2.2.02,7]dodeca-4,9-diene-3,6-diol), O=P(Cl)(Cl)Cl (POCl3). The solvent is N1=CC=CC=C1 (pyridine). Run at time 3 day. The product is C12C3=CC=CC=C3C(C=C1)CC2 (rac-(1R*,8S*)-Tricyclo[6.2.2.02,7]dodeca-2,4,6,9-tetraene). Yield: 46.8%. As a reaction SMILES: [CH:1]12[CH2:12][CH2:11][CH:8]([CH:9]=[CH:10]1)[CH:7]1[CH:2]2[CH:3](O)[CH:4]=[CH:5][CH:6]1O.O=P(Cl)(Cl)Cl>N1C=CC=CC=1>[CH:8]12[CH2:11][CH2:12][CH:1]([CH:10]=[CH:9]1)[C:2]1[C:7]2=[CH:6][CH:5]=[CH:4][CH:3]=1. Procedure: To a solution of 27.9 g of tricyclo[6.2.2.02,7]dodeca-4,9-diene-3,6-diol in 165 mL of pyridine were portionwise added 30 mL of POCl3 at 0° C. The reaction was stirred for 3 days at rt before it was quenched by careful addition of ice under cooling. The resulting mixture was extracted with Hept (4×50 mL). The combined organic phases were washed with H2O, 15% HCl solution and again with H2O. The organic phase was dried over MgSO4 and concentrated in vacuo to obtain 10.6 g of the desired compound a... The reagents and catalysts are Cl[Pd]([P](C1=CC=CC=C1)(C2=CC=CC=C2)C3=CC=CC=C3)([P](C4=CC=CC=C4)(C5=CC=CC=C5)C6=CC=CC=C6)Cl (dichlorobis(triphenylphosphine)palladium). RXN SMILES: Br[C:2]1[CH:7]=[CH:6][CH:5]=[CH:4][C:3]=1[S:8][CH3:9].[C:10]([C:13]1[CH:18]=[CH:17][C:16](B(O)O)=[CH:15][CH:14]=1)([OH:12])=[O:11].[C:22]([O-])([O-])=O.[K+].[K+]>O1CCOCC1.Cl[Pd](Cl)([P](C1C=CC=CC=1)(C1C=CC=CC=1)C1C=CC=CC=1)[P](C1C=CC=CC=1)(C1C=CC=CC=1)C1C=CC=CC=1>[CH3:22][CH2:9][S:8][C:3]1[CH:4]=[CH:5][CH:6]=[CH:7][C:2]=1[C:16]1[CH:17]=[CH:18][C:13]([C:10]([OH:12])=[O:11])=[CH:14][CH:15]=1 |f:2.3.4,^1:36,55|. Reactants: BrC1=C(C=CC=C1)SC (2-bromothioanisole), C(=O)(O)C1=CC=C(C=C1)B(O)O (4-carboxybenzeneboronic acid), C(=O)([O-])[O-].[K+].[K+] (K2CO3). Product: CCSC1=C(C=CC=C1)C1=CC=C(C(=O)O)C=C1 (4-[(2-ethylthio)phenyl]benzoic acid). The yield is 96.8%. Procedure: To a mixture of 2-bromothioanisole (4.8 g, 23.6 mmol), 4-carboxybenzeneboronic acid (3.92 g, 23.6 mmol) and 2M K2CO3 (35.5 mmol, 71 mmol) in dioxane (20 ml) was added dichlorobis(triphenylphosphine)palladium (II) (415 mg, 0.6 mmol) under Ar. It was refluxed for 2 hrs. After the removal of the solvent, the residue was neutralized by 1 N HCl and extracted with dichloromethane. The organic layer was dried over MgSO4 and concentrated in vacuo to give 4-[(2-ethylthio)phenyl]benzoic acid (5.9 g, 100%)... Solvent: O1CCOCC1 (dioxane).